Dataset: the Open Reaction Database (ORD), a public repository of structured organic reaction records. Task: describe an organic reaction: reactants, conditions, products, and yield Reactants: ON=C(C1=CN=C(C=C1)C)Cl (N-hydroxy-6-methylnicotinimidoyl chloride), C(=C)Br (vinyl bromide), CCCC[Sn](CCCC)(CCCC)O[Sn](CCCC)(CCCC)CCCC (bis(tributyltin)oxide). The solvent is C1(=CC=CC=C1)C (toluene). Conditions: time 5 hour. The product is CC1=CC=C(C=N1)C1=NOC=C1 (3-(6-methylpyridin-3-yl)isoxazole). Reaction SMILES: [OH:1][N:2]=[C:3](Cl)[C:4]1[CH:9]=[CH:8][C:7]([CH3:10])=[N:6][CH:5]=1.[CH:12](Br)=[CH2:13].CCCC[Sn](O[Sn](CCCC)(CCCC)CCCC)(CCCC)CCCC>C1(C)C=CC=CC=1>[CH3:10][C:7]1[N:6]=[CH:5][C:4]([C:3]2[CH:13]=[CH:12][O:1][N:2]=2)=[CH:9][CH:8]=1. Reported procedure: To crude N-hydroxy-6-methylnicotinimidoyl chloride in 10 mL toluene was added vinyl bromide (1 M in THF, 11 mL, 11.0 mmol), followed by bis(tributyltin)oxide (2.12 g, 1.87 mL, 3.67 mmol). The reaction mixture was stirred at room temperature for 5 h and then concentrated. The crude product was purified by automated silica gel chromatography (eluted with ethyl acetate-hexanes) to isolate 155 mg (26%, for two steps) of the title compound as a white solid. HPLC/MS: retention time=0.39 min, [M+H]+=16... Reactants: NC=1C=C2C(=C(C=NC2=CC1)C#N)NC1=CC(=CC=C1)C (6-amino-4-[(3-methylphenyl)amino]-3-quinolinecarbonitrile), ClC(=O)OCC(C)C (isobutyl chloroformate), CN1CCOCC1 (N-methylmorpholine), C(C#CC)(=O)O (2-butynoic acid). The solvent is C1CCOC1 (THF), O (water). Conditions: temperature 0 celsius, time 10 minute. Product: C(#N)C=1C=NC2=CC=C(C=C2C1NC1=CC(=CC=C1)C)NC(C#CC)=O (N-{3-Cyano-4-[(3-methylphenyl)amino]-6-quinolinyl}-2-butynamide). Isolated yield 41.5%. RXN SMILES: [C:1]([OH:6])(=O)[C:2]#[C:3][CH3:4].ClC(OCC(C)C)=O.CN1CCOCC1.[NH2:22][C:23]1[CH:24]=[C:25]2[C:30](=[CH:31][CH:32]=1)[N:29]=[CH:28][C:27]([C:33]#[N:34])=[C:26]2[NH:35][C:36]1[CH:41]=[CH:40][CH:39]=[C:38]([CH3:42])[CH:37]=1>C1COCC1.O>[C:33]([C:27]1[CH:28]=[N:29][C:30]2[C:25]([C:26]=1[NH:35][C:36]1[CH:41]=[CH:40][CH:39]=[C:38]([CH3:42])[CH:37]=1)=[CH:24][C:23]([NH:22][C:1](=[O:6])[C:2]#[C:3][CH3:4])=[CH:32][CH:31]=2)#[N:34]. Procedure: Dissolved 597 mg (7.10 mmol) 2-butynoic acid in 25 ml THF under N2 and chilled to 0° C. Added 950 μl (7.30 mmol) isobutyl chloroformate and 780 μl (7.10 mmol) N-methylmorpholine and stirred for 10 minutes. Added dropwise a solution of 778 mg (2.84 mmol 6-amino-4-[(3-methylphenyl)amino]-3-quinolinecarbonitrile, stirred for 15 minutes at 0° C. and then at 25° C. overnight. Stripped solvent and slurried residue with water, drying the gummy solid in vacuo briefly. Boiled solid in ethyl acetate and c... Starting materials: CC(C)C(N)C(=O)O, Cc1ccc(C(=O)Cl)cc1. Product: Cc1ccc(C(=O)NC(C(=O)O)C(C)C)cc1. RXN SMILES: [CH3:1][CH:2]([CH3:3])[CH:4]([NH2:5])[C:6]([OH:7])=[O:8].[c:9]1([CH3:18])[cH:10][cH:11][c:12]([C:15](=[O:16])[Cl:17])[cH:13][cH:14]1>>[CH3:1][CH:2]([CH3:3])[CH:4]([NH:5][C:15]([c:12]1[cH:11][cH:10][c:9]([CH3:18])[cH:14][cH:13]1)=[O:16])[C:6]([OH:7])=[O:8]. Reactants: C(C(=O)Cl)(=O)Cl (Oxalyl chloride), C1(=CC=CC=C1)O (phenol), N1=CC=CC=C1 (pyridine), CN1C(CC[C@@]2(C3=C(CC[C@@H]12)C=C(C=C3)C(=O)O)C)=O ((+)-(4aR)-(10bR)-4-methyl-8-carboxy-10b-methyl-1,2,3,4,4a,-5,6,10b-octahydrobenzo[f]quinolin-3-one). Reagents/catalysts: CN(C=O)C (dimethylformamide). Run in C(C)(=O)OCC (ethyl acetate), C1CCOC1 (THF), C1=CC=CC=C1 (benzene). Conditions: time 75 minute. Yields the product CN1C(CC[C@@]2(C3=C(CC[C@@H]12)C=C(C=C3)C(=O)OC3=CC=CC=C3)C)=O ((+)-(4aR)-(10bR)-4-methyl-8-phenoxycarbonyl-10b-methyl-1,2,3,4,4a, 5,6,10b-octahydrobenzo[f]quinolin-3-one). Isolated yield 11.0%. RXN SMILES: [CH3:1][N:2]1[C@H:11]2[C@@:6]([CH3:19])([C:7]3[CH:15]=[CH:14][C:13]([C:16]([OH:18])=[O:17])=[CH:12][C:8]=3[CH2:9][CH2:10]2)[CH2:5][CH2:4][C:3]1=[O:20].C(Cl)(=O)C(Cl)=O.[C:27]1(O)[CH:32]=[CH:31][CH:30]=[CH:29][CH:28]=1.N1C=CC=CC=1>CN(C)C=O.C1COCC1.C(OCC)(=O)C.C1C=CC=CC=1>[CH3:1][N:2]1[C@H:11]2[C@@:6]([CH3:19])([C:7]3[CH:15]=[CH:14][C:13]([C:16]([O:18][C:27]4[CH:32]=[CH:31][CH:30]=[CH:29][CH:28]=4)=[O:17])=[CH:12][C:8]=3[CH2:9][CH2:10]2)[CH2:5][CH2:4][C:3]1=[O:20]. Procedure: A 50 mL round bottom flask was charged with (+)-(4aR)-(10bR)-4-methyl-8-carboxy-10b-methyl-1,2,3,4,4a,-5,6,10b-octahydrobenzo[f]quinolin-3-one (300 mg, 1.10 mmol) and 6 mL of benzene. Oxalyl chloride (3.3 mmol) was added dropwise via syringe to the stirred mixture, followed by a catalytic amount of dimethylformamide (two drops). It was allowed to stir at room temperature for 75 min. and then the volatiles were removed in vacuo. Four mL of THF was added, followed by a solution of phenol and pyrid... The reactants are N1CCNCC1 (piperazine), ClCCC(=O)N1C2=C(NC(C3=C1C=CC=C3)=O)C=CC=N2 (11-(3-chloropropionyl)-5,11-dihydro-6H-pyrido-[2,3-b][1,4]-benzodiazepine-6-one). Run in C(C)O (ethanol), CC(=O)N(C)C (dimethylacetamide), C(C)O (ethanol). Yields the product N1(CCNCC1)CCC(=O)N1C2=C(NC(C3=C1C=CC=C3)=O)C=CC=N2 (5,11-dihydro-11-[3-(1-piperazinyl)-propionyl]-6H-pyrido-[2,3-b][1,4]-benzodiazepine-6-one). Yield: 70.0%. As a reaction SMILES: Cl[CH2:2][CH2:3][C:4]([N:6]1[C:12]2[CH:13]=[CH:14][CH:15]=[CH:16][C:11]=2[C:10](=[O:17])[NH:9][C:8]2[CH:18]=[CH:19][CH:20]=[N:21][C:7]1=2)=[O:5].[NH:22]1[CH2:27][CH2:26][NH:25][CH2:24][CH2:23]1>CC(N(C)C)=O.C(O)C>[N:22]1([CH2:2][CH2:3][C:4]([N:6]2[C:12]3[CH:13]=[CH:14][CH:15]=[CH:16][C:11]=3[C:10](=[O:17])[NH:9][C:8]3[CH:18]=[CH:19][CH:20]=[N:21][C:7]2=3)=[O:5])[CH2:27][CH2:26][NH:25][CH2:24][CH2:23]1. Reported procedure: A warm solution of 6.0 g of 11-(3-chloropropionyl)-5,11-dihydro-6H-pyrido-[2,3-b][1,4]-benzodiazepine-6-one in 12 ml of dimethylacetamide and 40 ml of ethanol was added dropwise with stirring to a refluxing solution of 8.6 g of piperazine in 50 ml of ethanol. Then, the reaction mixture was refluxed for 1 hour and the mixture was evaporated to dryness in vacuo. The residue was chromatographed over silica gel and the eluent was then evaporated to dryness in vacuo. The residue was crystallized from... The reactants are CN(CCCOC1=CC=C(C=C1)C1=CN=C(S1)NC1=CC=CC=C1)C ({5-[4-(3-dimethylamino-propoxy)-phenyl]-thiazol-2-yl}-phenyl-amine), S1C=C(C=C1)C1=CN=C(S1)NC1=CC=C(C=C1)O (4-(5-thiophen-3-yl-thiazol-2-yl-amino)-phenol), Cl.ClCCC1N(CCC1)C (2-(2-chloroethyl)-1-methylpyrrolidine hydrochloride). Yields the product CN1C(CCC1)CCOC1=CC=C(C=C1)NC=1SC(=CN1)C1=CSC=C1 ({4-[2-(1-Methyl-pyrrolidin-2-yl)-ethoxy]-phenyl}-(5-thiophen-3-yl-thiazol-2-yl)-amine). RXN SMILES: CN(C)CCCOC1C=CC(C2S[C:16]([NH:18][C:19]3[CH:24]=[CH:23][CH:22]=[CH:21][CH:20]=3)=NC=2)=CC=1.[S:26]1[CH:30]=[CH:29][C:28]([C:31]2[S:35][C:34]([NH:36][C:37]3[CH:42]=[CH:41][C:40]([OH:43])=[CH:39][CH:38]=3)=[N:33][CH:32]=2)=[CH:27]1.Cl.ClCCC1CCCN1C>>[CH3:16][N:18]1[CH2:22][CH2:23][CH2:24][CH:19]1[CH2:20][CH2:21][O:43][C:40]1[CH:41]=[CH:42][C:37]([NH:36][C:34]2[S:35][C:31]([C:28]3[CH:29]=[CH:30][S:26][CH:27]=3)=[CH:32][N:33]=2)=[CH:38][CH:39]=1 |f:2.3|. Reported procedure: The title compound is prepared as described in Example 8 for {5-[4-(3-dimethylamino-propoxy)-phenyl]-thiazol-2-yl}-phenyl-amine but starting from 4-(5-thiophen-3-yl-thiazol-2-yl-amino)-phenol (Example 12) and using 2-(2-chloroethyl)-1-methylpyrrolidine hydrochloride. MPLC (CH3CN/H2O/TFA) purification affords the title compound: ES-MS: 386.0 [M+H]+; single peak at tR=3.09 min (System 2). Reactants: ClC1=NC2=CC(=CC=C2N=C1)OC (2-chloro-7-methoxy-quinoxaline), O=C1CSC2=C(N1)C=C(C=C2)C(=O)O (3-oxo-3,4-dihydro-2H-benzo[1,4]thiazine-6-carboxylic acid), BrCCCO (3-bromo-propan-1-ol), C(C)(C)(C)OC(NC1CNC1)=O (azetidin-3-yl-carbamic acid tert-butyl ester). The product is COC1=CC=C2N=CC(=NC2=C1)OCCCN1CC(C1)NC(=O)C=1C=CC2=C(NC(CS2)=O)C1 (3-oxo-3,4-dihydro-2H-benzo[1,4]thiazine-6-carboxylic acid {1-[3-(7-methoxy-quinoxalin-2-yloxy)-propyl]-azetidin-3-yl}-amide). As a reaction SMILES: Cl[C:2]1[CH:11]=[N:10][C:9]2[C:4](=[CH:5][C:6]([O:12][CH3:13])=[CH:7][CH:8]=2)[N:3]=1.Br[CH2:15][CH2:16][CH2:17][OH:18].C(O[C:24](=[O:30])[NH:25][CH:26]1[CH2:29][NH:28][CH2:27]1)(C)(C)C.[O:31]=[C:32]1[NH:37][C:36]2[CH:38]=[C:39](C(O)=O)[CH:40]=[CH:41][C:35]=2[S:34][CH2:33]1>>[CH3:13][O:12][C:6]1[CH:5]=[C:4]2[C:9]([N:10]=[CH:11][C:2]([O:18][CH2:17][CH2:16][CH2:15][N:28]3[CH2:27][CH:26]([NH:25][C:24]([C:39]4[CH:40]=[CH:41][C:35]5[S:34][CH2:33][C:32](=[O:31])[NH:37][C:36]=5[CH:38]=4)=[O:30])[CH2:29]3)=[N:3]2)=[CH:8][CH:7]=1. Reported procedure: The title compound is prepared as an off-white lyophilizated powder following Scheme 1 and in analogy to Example 1 using 2-chloro-7-methoxy-quinoxaline, 3-bromo-propan-1-ol, azetidin-3-yl-carbamic acid tert-butyl ester and 3-oxo-3,4-dihydro-2H-benzo[1,4]thiazine-6-carboxylic acid as starting materials.